Dataset: the Open Reaction Database (ORD), a public repository of structured organic reaction records. Task: describe an organic reaction: reactants, conditions, products, and yield The product is O1CCOC2=C1C=CC(=C2)C(CSC=2SCC(N2)=O)=O (2-[2-(2,3-Dihydro-benzo[1,4]dioxin-6-yl)-2-oxo-ethylsulfanyl]-thiazol-4-one). The reactants are [OH-].[Na+] (NaOH), ClCC(=O)C1=CC2=C(OCCO2)C=C1 (6-Chloroacetyl-1,4-benzodioxane), α-chloro ketones, S1C(=S)NC(=O)C1 (Rhodanine), S1C(=S)NC(=O)C1 (Rhodanine), α-bromo ketones. RXN SMILES: [S:1]1[CH2:7][C:5](=[O:6])[NH:4][C:2]1=[S:3].[OH-].[Na+].Cl[CH2:11][C:12]([C:14]1[CH:23]=[CH:22][C:17]2[O:18][CH2:19][CH2:20][O:21][C:16]=2[CH:15]=1)=[O:13]>CCO.O>[O:18]1[C:17]2[CH:22]=[CH:23][C:14]([C:12](=[O:13])[CH2:11][S:3][C:2]3[S:1][CH2:7][C:5](=[O:6])[N:4]=3)=[CH:15][C:16]=2[O:21][CH2:20][CH2:19]1 |f:1.2|. Run in O (water), CCO (EtOH). Conditions: time 48 hour. Procedure details: Rhodanine (0.052 g, 0.388 mmol, 1.0 eq.) was dissolved in EtOH (2 ml) and 2 M NaOH (0.275 ml, 0.550 mmol, 1.42 eq.) with vigorous stirring. Once the Rhodanine was completely dissolved, 6-Chloroacetyl-1,4-benzodioxane (0.080 g, 0.380 mmol, 0.98 eq.) was added with constant stirring. (It should be noted that α-chloro ketones were used when the corresponding α-bromo ketones were not available.) The reaction was mixed overnight at 40° C. After 18 hrs the reaction was removed from the heat and left s... As a reaction SMILES: [C:1]([O:5][C:6](=[N:29][NH:30][C:31]([NH2:33])=[O:32])[CH2:7][C@H:8]([NH:11]C(OCC1C2CC3C(=CC=CC=3)C=2C=CC=1)=O)[CH:9]=[O:10])([CH3:4])([CH3:3])[CH3:2].C(NCC)C>CN(C=O)C>[C:1]([O:5][C:6](=[N:29][NH:30][C:31]([NH2:33])=[O:32])[CH2:7][C@H:8]([NH2:11])[CH:9]=[O:10])([CH3:4])([CH3:2])[CH3:3]. The solvent is CN(C)C=O (DMF). Reactants: C(C)(C)(C)OC(C[C@@H](C=O)NC(=O)OCC1=CC=CC=2C3=CC=CC=C3CC12)=NNC(=O)N ((3S)-3-(1-Fluorenylmethyloxycarbonylamino)-4-oxobutyric acid tert-butyl ester semicarbazone), benzyloxycarbonyl, C(C)NCC (diethylamine). Reported procedure: (3S)-3-(1-Fluorenylmethyloxycarbonylamino)-4-oxobutyric acid tert-butyl ester semicarbazone (210 mg, 0.45 mol, Prepared in a similar manner to the benzyloxycarbonyl analog in Graybill et al., Int. J. Protein Res., 44, pp. 173-82 (1994).) was dissolved in 10 ml of DMF and 2 ml of diethylamine and stirred for 2 h. The reaction was concentrated in vacuo to give (3S)-3-amino-4-oxobutyric acid tert-butyl ester semicarbazone. The 0° C. solution of the above residue and 603a (200 mg, 0.42 mmol) in 5 ml... The product is C(C)(C)(C)OC(C[C@@H](C=O)N)=NNC(=O)N ((3S)-3-amino-4-oxobutyric acid tert-butyl ester semicarbazone). The reactants are COC(C1=C(N=C(C=C1C)C1=CC(=CC=C1)C(F)(F)F)OC)=O (2-methoxy-4-methyl-6-(3-trifluoromethyl-phenyl)-nicotinic acid methyl ester), ClC1=C(C=C(C(=N1)C(=O)N1CCC(CC1)N1CCCC1)C)C1=CC(=CC=C1)C(F)(F)F ([6-Chloro-3-methyl-5-(3-trifluoromethyl-phenyl)-pyridin-2-yl]-(4-pyrrolidin-1-yl-piperidin-1-yl)-methanone), CC1(OB(OC1(C)C)C=1C=NNC1)C (4-(4,4,5,5-tetramethyl-[1,3,2]dioxaborolan-2-yl)-1H-pyrazole). Product: CC=1C(=NC(=C(C1)C1=CC(=CC=C1)C(F)(F)F)C=1C=NNC1)C(=O)N1CCC(CC1)N1CCCC1 ([3-Methyl-6-(1H-pyrazol-4-yl)-5-(3-trifluoromethyl-phenyl)-pyridin-2-yl]-(4-pyrrolidin-1-yl-piperidin-1-yl)-methanone). Reaction SMILES: COC(=O)C1C(C)=CC(C2C=CC=C(C(F)(F)F)C=2)=NC=1OC.Cl[C:25]1[N:30]=[C:29]([C:31]([N:33]2[CH2:38][CH2:37][CH:36]([N:39]3[CH2:43][CH2:42][CH2:41][CH2:40]3)[CH2:35][CH2:34]2)=[O:32])[C:28]([CH3:44])=[CH:27][C:26]=1[C:45]1[CH:50]=[CH:49][CH:48]=[C:47]([C:51]([F:54])([F:53])[F:52])[CH:46]=1.CC1(C)C(C)(C)OB([C:63]2[CH:64]=[N:65][NH:66][CH:67]=2)O1>>[CH3:44][C:28]1[C:29]([C:31]([N:33]2[CH2:38][CH2:37][CH:36]([N:39]3[CH2:43][CH2:42][CH2:41][CH2:40]3)[CH2:35][CH2:34]2)=[O:32])=[N:30][C:25]([C:63]2[CH:64]=[N:65][NH:66][CH:67]=2)=[C:26]([C:45]2[CH:50]=[CH:49][CH:48]=[C:47]([C:51]([F:54])([F:53])[F:52])[CH:46]=2)[CH:27]=1. Reported procedure: In analogy to the procedure described for the preparation of intermediate 5C, [6-chloro-3-methyl-5-(3-trifluoromethyl-phenyl)-pyridin-2-yl]-(4-pyrrolidin-1-yl-piperidin-1-yl)-methanone (example 3) was reacted with 4-(4,4,5,5-tetramethyl-[1,3,2]dioxaborolan-2-yl)-1H-pyrazole to give the title compound as colorless amorphous solid. MS: 484.2 (MH+). Starting materials: Cc1cc(Br)cnc1CCCCN, COc1ccccc1, Cc1cc(C)c(Cc2cnc(N[N+](=O)[O-])[nH]c2=O)cn1. The product is Cc1cc(C)c(Cc2cnc(NCCCCc3ncc(Br)cc3C)[nH]c2=O)cn1. RXN SMILES: [Br:1][c:2]1[cH:3][c:4]([CH3:13])[c:5]([CH2:8][CH2:9][CH2:10][CH2:11][NH2:12])[n:6][cH:7]1.[CH3:34][O:35][c:36]1[cH:37][cH:38][cH:39][cH:40][cH:41]1.[N+:14]([NH:15][c:18]1[n:19][cH:20][c:21]([CH2:25][c:26]2[cH:27][n:28][c:29]([CH3:33])[cH:30][c:31]2[CH3:32])[c:22](=[O:24])[nH:23]1)([O-:16])=[O:17]>>[Br:1][c:2]1[cH:3][c:4]([CH3:13])[c:5]([CH2:8][CH2:9][CH2:10][CH2:11][NH:12][c:18]2[n:19][cH:20][c:21]([CH2:25][c:26]3[cH:27][n:28][c:29]([CH3:33])[cH:30][c:31]3[CH3:32])[c:22](=[O:24])[nH:23]2)[n:6][cH:7]1.